Task: describe an organic reaction: reactants, conditions, products, and yield. Dataset: the Open Reaction Database (ORD), a public repository of structured organic reaction records The reactants are O=[Ag-], COc1c(C)cc(C=O)cc1-c1ccccc1, [Na+], [OH-]. Yields the product COc1c(C)cc(C(=O)O)cc1-c1ccccc1. As a reaction SMILES: [Ag-:20]=[O:21].[CH3:1][O:2][c:3]1[c:4]([CH3:17])[cH:5][c:6]([CH:15]=[O:16])[cH:7][c:8]1-[c:9]1[cH:10][cH:11][cH:12][cH:13][cH:14]1.[Na+:19].[OH-:18]>>[CH3:1][O:2][c:3]1[c:4]([CH3:17])[cH:5][c:6]([C:15](=[O:16])[OH:18])[cH:7][c:8]1-[c:9]1[cH:10][cH:11][cH:12][cH:13][cH:14]1. Reactants: CCCCP(CCCC)CCCC, CCOC(=O)CCN(C)C(=O)c1ccc(NC(c2oc3ccc(O)cc3c2C)C2CCCCC2)cc1, OCc1ccc(Cl)nc1, O=C(N=NC(=O)N1CCCCC1)N1CCCCC1, C1CCOC1. The product is CCOC(=O)CCN(C)C(=O)c1ccc(NC(c2oc3ccc(OCc4ccc(Cl)nc4)cc3c2C)C2CCCCC2)cc1. RXN SMILES: [CH2:46]([P:47]([CH2:48][CH2:49][CH2:50][CH3:51])[CH2:52][CH2:53][CH2:54][CH3:55])[CH2:56][CH2:57][CH3:58].[CH:1]1([CH:7]([c:8]2[o:9][c:10]3[c:11]([c:12]2[CH3:13])[cH:14][c:15]([OH:18])[cH:16][cH:17]3)[NH:19][c:20]2[cH:21][cH:22][c:23]([C:26](=[O:27])[N:28]([CH2:29][CH2:30][C:31](=[O:32])[O:33][CH2:34][CH3:35])[CH3:36])[cH:24][cH:25]2)[CH2:2][CH2:3][CH2:4][CH2:5][CH2:6]1.[Cl:37][c:38]1[cH:39][cH:40][c:41]([CH2:44][OH:45])[cH:42][n:43]1.[N:59]([C:60]([N:61]1[CH2:62][CH2:63][CH2:64][CH2:65][CH2:66]1)=[O:67])=[N:68][C:69]([N:70]1[CH2:71][CH2:72][CH2:73][CH2:74][CH2:75]1)=[O:76].[O:77]1[CH2:78][CH2:79][CH2:80][CH2:81]1>>[CH:1]1([CH:7]([c:8]2[o:9][c:10]3[c:11]([c:12]2[CH3:13])[cH:14][c:15]([O:18][CH2:44][c:41]2[cH:40][cH:39][c:38]([Cl:37])[n:43][cH:42]2)[cH:16][cH:17]3)[NH:19][c:20]2[cH:21][cH:22][c:23]([C:26](=[O:27])[N:28]([CH2:29][CH2:30][C:31](=[O:32])[O:33][CH2:34][CH3:35])[CH3:36])[cH:24][cH:25]2)[CH2:2][CH2:3][CH2:4][CH2:5][CH2:6]1.